From a dataset of the Open Reaction Database (ORD), a public repository of structured organic reaction records. describe an organic reaction: reactants, conditions, products, and yield Starting materials: C1(CCCC1)C1NC(OC2CCCC2CCC=CCN2C(C=CC=C2OC2CC(N(C1=O)C2)C(=O)[O-])=O)=O (22-cyclopentyl-7,20,23-trioxo-2,19-dioxa-8,21,24-triazatetracyclo[22.2.1.03,8.014,18]heptacosa-3,5,10-triene-25-carboxylate), C(C)O (ethanol). Yields the product C1(CCCC1)[C@@H]1NC(O[C@@H]2CCC[C@H]2CCCCCN2C(C=CC=C2O[C@@H]2C[C@H](N(C1=O)C2)C(=O)OC)=O)=O (Methyl (1R,14R,18R,22S,25S)-22-cyclopentyl-7,20,23-trioxo-2,19-dioxa-8,21,24-triazatetracyclo[22.2.1.03,8.014,18]heptacosa-3,5-diene-25-carboxylate). Yield: 94.0%. Reaction SMILES: [CH:1]1([CH:6]2[C:31](=[O:32])[N:30]3[CH2:33][CH:27]([CH2:28][CH:29]3[C:34]([O-:36])=[O:35])[O:26][C:25]3[N:20]([C:21](=[O:37])[CH:22]=[CH:23][CH:24]=3)[CH2:19][CH:18]=[CH:17][CH2:16][CH2:15][CH:14]3[CH:10]([CH2:11][CH2:12][CH2:13]3)[O:9][C:8](=[O:38])[NH:7]2)[CH2:5][CH2:4][CH2:3][CH2:2]1.[CH2:39](O)C>>[CH:1]1([C@H:6]2[C:31](=[O:32])[N:30]3[CH2:33][C@@H:27]([CH2:28][C@H:29]3[C:34]([O:36][CH3:39])=[O:35])[O:26][C:25]3[N:20]([C:21](=[O:37])[CH:22]=[CH:23][CH:24]=3)[CH2:19][CH2:18][CH2:17][CH2:16][CH2:15][C@H:14]3[C@@H:10]([CH2:11][CH2:12][CH2:13]3)[O:9][C:8](=[O:38])[NH:7]2)[CH2:2][CH2:3][CH2:4][CH2:5]1. Procedure details: The title compound was prepared in a similar manner as Example 13 Step 1, utilizing methyl (1R,10E, and 10Z,14S,18R,22S,25S)-22-cyclopentyl-7,20,23-trioxo-2,19-dioxa-8,21,24-triazatetracyclo[22.2.1.03,8.014,18]heptacosa-3,5,10-triene-25-carboxylate and replacing THF with ethanol as the solvent to give a 94% yield. LCMS (ES+) m/z 544.3 (M+H)+. Starting materials: N1=C(C=CC=C1)C=O (2-pyridinecarboxaldehyde), [Li]CCCC (n-BuLi), hexanes, N1=C(C=CC=C1)Br (2-pyridylbromide), Cl (HCl). Run in O (water), CCOCC (ether), CCOCC (ether), C1CCOC1 (THF). Conditions: temperature -10 celsius, time 1 hour. Product: N1=C(C=CC=C1)C(O)C1=NC=CC=C1 (di(2-pyridinyl)methanol). The yield is 52.2%. RXN SMILES: [Li]CCCC.[N:6]1[CH:11]=[CH:10][CH:9]=[CH:8][C:7]=1Br.[N:13]1[CH:18]=[CH:17][CH:16]=[CH:15][C:14]=1[CH:19]=[O:20].Cl>CCOCC.O.C1COCC1>[N:6]1[CH:11]=[CH:10][CH:9]=[CH:8][C:7]=1[CH:19]([C:14]1[CH:15]=[CH:16][CH:17]=[CH:18][N:13]=1)[OH:20]. Procedure: To a solution of 80 mL n-BuLi in hexanes (2.5 M, 0.2 mol) was added 2-pyridylbromide (31.6 gram 0.2 mol) in 100 mL of ether at −80° C.-−60° C. The suspension was stirred for 1 h, and the temperature was allowed to rise to −45° C. Subsequently 2-pyridinecarboxaldehyde (21.42 gram 0.2 mol) in of ether (100 mL) was added during 30 min. To the thick slurry was added additional THF (200 mL) and the mixture was stirred for 1.5 h at −40° C.-−30° C. and then the mixture was allowed to warm up to −10° C.... Reactants: CCCc1nc(C)c(Br)c(=O)n1Cc1ccc(-c2ccccc2C#N)cc1, COc1ccc(O)cc1, CS(C)=O, CCOC(C)=O, [K+], [OH-]. Product: CCCc1nc(C)c(Oc2ccc(OC)cc2)c(=O)n1Cc1ccc(-c2ccccc2C#N)cc1. Reaction SMILES: [Br:1][c:2]1[c:3]([CH3:27])[n:4][c:5]([CH2:24][CH2:25][CH3:26])[n:6]([CH2:9][c:10]2[cH:11][cH:12][c:13](-[c:16]3[c:17]([C:22]#[N:23])[cH:18][cH:19][cH:20][cH:21]3)[cH:14][cH:15]2)[c:7]1=[O:8].[CH3:28][O:29][c:30]1[cH:31][cH:32][c:33]([OH:36])[cH:34][cH:35]1.[CH3:39][S:40](=[O:41])[CH3:42].[CH3:43][CH2:44][O:45][C:46](=[O:47])[CH3:48].[K+:38].[OH-:37]>>[c:2]1([O:36][c:33]2[cH:32][cH:31][c:30]([O:29][CH3:28])[cH:35][cH:34]2)[c:3]([CH3:27])[n:4][c:5]([CH2:24][CH2:25][CH3:26])[n:6]([CH2:9][c:10]2[cH:11][cH:12][c:13](-[c:16]3[c:17]([C:22]#[N:23])[cH:18][cH:19][cH:20][cH:21]3)[cH:14][cH:15]2)[c:7]1=[O:8]. The reactants are CCOC(C)=O, O=C(O)c1cc(S(=O)(=O)Cl)ccc1O, [Na+], [Na+], [Na+], C1COCCO1, [OH-], O, O=S([O-])[O-], O=S(=O)(O)O. Yields the product O=C(O)c1cc(S(=O)O)ccc1O. As a reaction SMILES: [CH3:35][CH2:36][O:37][C:38](=[O:39])[CH3:40].[Cl:7][S:8](=[O:9])(=[O:10])[c:11]1[cH:12][cH:13][c:14]([OH:20])[c:15]([C:16](=[O:17])[OH:18])[cH:19]1.[Na+:22].[Na+:5].[Na+:6].[O:29]1[CH2:30][CH2:31][O:32][CH2:33][CH2:34]1.[OH-:21].[OH2:28].[S:1]([O-:2])([O-:3])=[O:4].[S:23](=[O:24])(=[O:25])([OH:26])[OH:27]>>[S:8](=[O:9])([OH:10])[c:11]1[cH:12][cH:13][c:14]([OH:20])[c:15]([C:16](=[O:17])[OH:18])[cH:19]1. Yields the product C(CC)[C@@H]1CC[C@H](CC1)C1=CC=C(C=C1)CCC(=O)O (3-[4-(trans-4-Propylcyclohexyl)-phenyl]-propanoic acid). The reactants are C(CC)[C@@H]1CC[C@H](CC1)C1=CC=C(C=C1)C=CC(=O)O (3-[4-(trans-4-propyl-cyclohexyl)-phenyl]-propenoic acid). The reagents and catalysts are [Pd] (Pd/C). The solvent is C(C)(=O)OCC (ethyl acetate). RXN SMILES: [CH2:1]([C@H:4]1[CH2:9][CH2:8][C@H:7]([C:10]2[CH:15]=[CH:14][C:13]([CH:16]=[CH:17][C:18]([OH:20])=[O:19])=[CH:12][CH:11]=2)[CH2:6][CH2:5]1)[CH2:2][CH3:3]>C(OCC)(=O)C.[Pd]>[CH2:1]([C@H:4]1[CH2:5][CH2:6][C@H:7]([C:10]2[CH:11]=[CH:12][C:13]([CH2:16][CH2:17][C:18]([OH:20])=[O:19])=[CH:14][CH:15]=2)[CH2:8][CH2:9]1)[CH2:2][CH3:3]. Reported procedure: A solution of 12.6 g of 3-[4-(trans-4-propyl-cyclohexyl)-phenyl]-propenoic acid (obtained by condensation of 4-(trans-4-propylcyclohexyl)-benzaldehyde with malonic acid in pyridine) in 120 ml of ethyl acetate is hydrogenated at room temperature and atmospheric pressure, using 4 g of Pd/C (5% Pd) as catalyst. The catalyst is filtered off, and the filtrate is evaporated. Colourless crystals are obtained. Starting materials: ClCCCCC1(C(NC2=CC=CC=C12)=O)CC (3-(4-chlorobutyl)-3-ethyl-1,3-dihydro-2H-indol-2-one), ClC1=CC=C(C=C1)N1CCNCC1 (1-(4-chlorophenyl)-piperazine). Product: ClC1=CC=C(C=C1)N1CCN(CC1)CCCCC1(C(NC2=CC=CC=C12)=O)CC (3-{4-[4-(4-Chlorophenyl)-piperazin-1-yl]-butyl}-3-ethyl-1,3-dihydro-2H-indol-2-one). Reaction SMILES: Cl[CH2:2][CH2:3][CH2:4][CH2:5][C:6]1([CH2:16][CH3:17])[C:14]2[C:9](=[CH:10][CH:11]=[CH:12][CH:13]=2)[NH:8][C:7]1=[O:15].[Cl:18][C:19]1[CH:24]=[CH:23][C:22]([N:25]2[CH2:30][CH2:29][NH:28][CH2:27][CH2:26]2)=[CH:21][CH:20]=1>>[Cl:18][C:19]1[CH:20]=[CH:21][C:22]([N:25]2[CH2:30][CH2:29][N:28]([CH2:2][CH2:3][CH2:4][CH2:5][C:6]3([CH2:16][CH3:17])[C:14]4[C:9](=[CH:10][CH:11]=[CH:12][CH:13]=4)[NH:8][C:7]3=[O:15])[CH2:27][CH2:26]2)=[CH:23][CH:24]=1. Procedure: The title compound is prepared according to process H by applying processing method 1 starting from 3-(4-chlorobutyl)-3-ethyl-1,3-dihydro-2H-indol-2-one and 1-(4-chlorophenyl)-piperazine. Starting materials: CC(C[C@@H](C(=O)O)CC(=O)N1CCOCC1)(C)C ((R)-4,4-Dimethyl-2-(2-morpholin-4-yl-2-oxo-ethyl)-pentanoic acid), NC([C@H](O)C=1OC2=C(N1)C=CC=C2)CCC ((S)-2-Amino-1-benzoxazol-2-yl-pentan-1-ol). Reported procedure: It is similarly prepared according to general procedure given for example 10 above but using (R)-4,4-Dimethyl-2-(2-morpholin-4-yl-2-oxo-ethyl)-pentanoic acid and (S)-2-Amino-1-benzoxazol-2-yl-pentan-1-ol. RXN SMILES: [CH3:1][C:2]([CH3:18])([CH3:17])[CH2:3][C@H:4]([CH2:8][C:9]([N:11]1[CH2:16][CH2:15][O:14][CH2:13][CH2:12]1)=[O:10])[C:5]([OH:7])=O.[NH2:19][CH:20]([CH2:32][CH2:33][CH3:34])[C@@H:21]([C:23]1[O:24][C:25]2[CH:31]=[CH:30][CH:29]=[CH:28][C:26]=2[N:27]=1)[OH:22]>>[O:24]1[C:25]2[CH:31]=[CH:30][CH:29]=[CH:28][C:26]=2[N:27]=[C:23]1[C:21]([C@@H:20]([NH:19][C:5](=[O:7])[C@@H:4]([CH2:8][C:9]([N:11]1[CH2:16][CH2:15][O:14][CH2:13][CH2:12]1)=[O:10])[CH2:3][C:2]([CH3:1])([CH3:18])[CH3:17])[CH2:32][CH2:33][CH3:34])=[O:22]. Product: O1C(=NC2=C1C=CC=C2)C(=O)[C@H](CCC)NC([C@H](CC(C)(C)C)CC(=O)N2CCOCC2)=O ((R)-4,4-Dimethyl-2-(2-morpholin-4-yl-2-oxo-ethyl)-pentanoic acid[(S)-1-(benzoxazole-2-carbonyl)-butyl]-amide). The reactants are [N+](=O)([O-])C1=CC=C(C=C1)N1CCNCC1 (1-(4-Nitrophenyl)-piperazine), ClC1=NC(=CC(=N1)C)C (2-chloro-4,6-dimethyl-pyrimidine). Solvent: N1=CC=CC=C1 (pyridine). Product: CC1=NC(=NC(=C1)C)N1CCN(CC1)C1=CC=C(C=C1)[N+](=O)[O-] (4,6-dimethyl-2-[4-(4-nitro-phenyl)-piperazin-1-yl]-pyrimidine). The yield is 24.1%. As a reaction SMILES: [N+:1]([C:4]1[CH:9]=[CH:8][C:7]([N:10]2[CH2:15][CH2:14][NH:13][CH2:12][CH2:11]2)=[CH:6][CH:5]=1)([O-:3])=[O:2].Cl[C:17]1[N:22]=[C:21]([CH3:23])[CH:20]=[C:19]([CH3:24])[N:18]=1>N1C=CC=CC=1>[CH3:24][C:19]1[CH:20]=[C:21]([CH3:23])[N:22]=[C:17]([N:13]2[CH2:14][CH2:15][N:10]([C:7]3[CH:6]=[CH:5][C:4]([N+:1]([O-:3])=[O:2])=[CH:9][CH:8]=3)[CH2:11][CH2:12]2)[N:18]=1. Procedure: 1-(4-Nitrophenyl)-piperazine (2.18 g, 10.6 mmol) was added to 2-chloro-4,6-dimethyl-pyrimidine (1.5 g, 10.6 mmol) in pyridine (10 mL) and the mixture was heated at reflux for 7 h. The solvent was removed in vacuo and the residue partitioned between ethyl acetate and water. The organic phase was separated, washed with water and brine, dried over anhydrous sodium sulfate and concentrated to afford 4,6-dimethyl-2-[4-(4-nitro-phenyl)-piperazin-1-yl]-pyrimidine (0.8 g, 24%) as a solid. The reactants are IC1=NNC2=CN=C(C=C21)C (3-iodo-5-methyl-1H-pyrazolo[3,4-c]pyridine), C([O-])([O-])=O.[K+].[K+] (potassium carbonate), BrCC(=O)OC(C)(C)C (tert-butyl bromoacetate). The solvent is CC#N (CH3CN). The product is IC1=NN(C2=CN=C(C=C21)C)CC(=O)OC(C)(C)C (Tert-butyl 2-(3-iodo-5-methyl-1H-pyrazolo[3,4-c]pyridin-1-yl)acetate). As a reaction SMILES: [I:1][C:2]1[C:10]2[C:5](=[CH:6][N:7]=[C:8]([CH3:11])[CH:9]=2)[NH:4][N:3]=1.C(=O)([O-])[O-].[K+].[K+].Br[CH2:19][C:20]([O:22][C:23]([CH3:26])([CH3:25])[CH3:24])=[O:21]>CC#N>[I:1][C:2]1[C:10]2[C:5](=[CH:6][N:7]=[C:8]([CH3:11])[CH:9]=2)[N:4]([CH2:19][C:20]([O:22][C:23]([CH3:26])([CH3:25])[CH3:24])=[O:21])[N:3]=1 |f:1.2.3|. Procedure details: To a suspension of 3-iodo-5-methyl-1H-pyrazolo[3,4-c]pyridine (1.00 g, 3.86 mmol), and potassium carbonate (1.28 g, 9.26 mmol) in CH3CN (40 mL) was added tert-butyl bromoacetate (0.685 mL, 4.63 mmol) dropwise at RT and the resulting mixture was refluxed for 16 h. The mixture was cooled to RT and filtered, the solid was washed with CH3CN and the filtrate was concentrated under vacuum. The residual oil was used directly in the next step without further purification. MS (LC/MS): 374.0 [M+H]+; tR (H...